Dataset: the Open Reaction Database (ORD), a public repository of structured organic reaction records. Task: describe an organic reaction: reactants, conditions, products, and yield Starting materials: CCOC(C)OC(CC=C(C)C)C(C)CCOC(C)=O, CO, O. The product is CCOC(C)OC(CC=C(C)C)C(C)CCO. Reaction SMILES: [C:1](=[O:2])([CH3:3])[O:4][CH2:5][CH2:6][CH:7]([CH:8]([CH2:9][CH:10]=[C:11]([CH3:12])[CH3:13])[O:14][CH:15]([CH3:16])[O:17][CH2:18][CH3:19])[CH3:20].[CH3:22][OH:23].[OH2:21]>>[OH:4][CH2:5][CH2:6][CH:7]([CH:8]([CH2:9][CH:10]=[C:11]([CH3:12])[CH3:13])[O:14][CH:15]([CH3:16])[O:17][CH2:18][CH3:19])[CH3:20]. The reactants are ClCCl, COc1cccc(C(O)C(Cl)(Cl)Cl)c1, O. Product: COc1cccc(C(Cl)C(Cl)(Cl)Cl)c1. RXN SMILES: [Cl:16][CH2:17][Cl:18].[Cl:1][C:2]([CH:3]([OH:4])[c:5]1[cH:6][c:7]([O:11][CH3:12])[cH:8][cH:9][cH:10]1)([Cl:13])[Cl:14].[OH2:15]>>[Cl:1][C:2]([CH:3]([c:5]1[cH:6][c:7]([O:11][CH3:12])[cH:8][cH:9][cH:10]1)[Cl:16])([Cl:13])[Cl:14]. The reactants are O=C1CCC(CC2(NO)OCCO2)(S(=O)(=O)c2ccc(Oc3ccccc3)cc2)CC1, CC(C)=O, Cl. The product is O=C1CCC(CC(=O)NO)(S(=O)(=O)c2ccc(Oc3ccccc3)cc2)CC1. As a reaction SMILES: [CH2:1]1[O:2][C:4]([CH2:5][C:6]2([S:13](=[O:14])(=[O:15])[c:16]3[cH:17][cH:18][c:19]([O:22][c:23]4[cH:24][cH:25][cH:26][cH:27][cH:28]4)[cH:20][cH:21]3)[CH2:7][CH2:8][C:9](=[O:12])[CH2:10][CH2:11]2)([NH:29][OH:30])[O:3][CH2:31]1.[CH3:32][C:33](=[O:34])[CH3:35].[ClH:36]>>[O:3]=[C:4]([CH2:5][C:6]1([S:13](=[O:14])(=[O:15])[c:16]2[cH:17][cH:18][c:19]([O:22][c:23]3[cH:24][cH:25][cH:26][cH:27][cH:28]3)[cH:20][cH:21]2)[CH2:7][CH2:8][C:9](=[O:12])[CH2:10][CH2:11]1)[NH:29][OH:30]. The reactants are BrC=1C=C(C(=NC1)NC=1SC2=NC=CC=C2N1)OC1=CC=CC=C1 (N-(5-bromo-3-phenoxypyridin-2-yl)thiazolo[5,4-b]pyridin-2-amine), SCCC(=O)OC (methyl 3-mercaptopropanoate), C(C)N(C(C)C)C(C)C (N-ethyl-N-isopropylpropan-2-amine). Yields the product O(C1=CC=CC=C1)C=1C=C(C=NC1NC=1SC2=NC=CC=C2N1)SCCC(=O)OC (Methyl 3-(5-phenoxy-6-(thiazolo[5,4-b]pyridin-2-ylamino)pyridin-3-ylthio)propanoate). The yield is 75.0%. As a reaction SMILES: Br[C:2]1[CH:3]=[C:4]([O:18][C:19]2[CH:24]=[CH:23][CH:22]=[CH:21][CH:20]=2)[C:5]([NH:8][C:9]2[S:10][C:11]3[C:16]([N:17]=2)=[CH:15][CH:14]=[CH:13][N:12]=3)=[N:6][CH:7]=1.[SH:25][CH2:26][CH2:27][C:28]([O:30][CH3:31])=[O:29].C(N(C(C)C)C(C)C)C>>[O:18]([C:4]1[CH:3]=[C:2]([S:25][CH2:26][CH2:27][C:28]([O:30][CH3:31])=[O:29])[CH:7]=[N:6][C:5]=1[NH:8][C:9]1[S:10][C:11]2[C:16]([N:17]=1)=[CH:15][CH:14]=[CH:13][N:12]=2)[C:19]1[CH:24]=[CH:23][CH:22]=[CH:21][CH:20]=1. Procedure details: Prepared according to the method of Example 13 from N-(5-bromo-3-phenoxypyridin-2-yl)thiazolo[5,4-b]pyridin-2-amine, methyl 3-mercaptopropanoate and N-ethyl-N-isopropylpropan-2-amine in 75% yield. 1H NMR (d6-DMSO) δ 2.59 (t, 2H), 3.09 (t, 2H), 3.56 (s, 3H), 7.12 (d, 2H), 7.20 (t, 1H), 7.38-7.46 (m, 4H), 7.91 (bs, 1H), 8.24 (s, 1H), 8.36 (d, 1H), 11.53 (bs, 1H). Starting materials: Nc1ccc(-c2cc(Cc3ccc(OCc4ccccc4)nc3)no2)c(N)n1, CCOC(=O)C=O, CN(C)C=O, CC(=O)O, [Na+], O=C([O-])O. The product is CCOC(=O)CNc1ccc(-c2cc(Cc3ccc(OCc4ccccc4)nc3)no2)c(N)n1. As a reaction SMILES: [CH2:1]([c:2]1[cH:3][cH:4][cH:5][cH:6][cH:7]1)[O:8][c:9]1[cH:10][cH:11][c:12]([CH2:15][c:16]2[n:17][o:18][c:19](-[c:21]3[c:22]([NH2:28])[n:23][c:24]([NH2:27])[cH:25][cH:26]3)[cH:20]2)[cH:13][n:14]1.[CH2:34]([CH3:35])[O:36][C:37]([CH:38]=[O:39])=[O:40].[CH3:29][N:30]([CH3:31])[CH:32]=[O:33].[CH3:46][C:47](=[O:48])[OH:49].[Na+:41].[OH:42][C:43](=[O:44])[O-:45]>>[CH2:1]([c:2]1[cH:3][cH:4][cH:5][cH:6][cH:7]1)[O:8][c:9]1[cH:10][cH:11][c:12]([CH2:15][c:16]2[n:17][o:18][c:19](-[c:21]3[c:22]([NH2:28])[n:23][c:24]([NH:27][CH2:38][C:37]([O:36][CH2:34][CH3:35])=[O:40])[cH:25][cH:26]3)[cH:20]2)[cH:13][n:14]1. The reactants are intermediate, Cl (muriatic acid), CN(C1=CC=C(C=O)C=C1)C (p-dimethylaminobenzaldehyde), NC(=O)N (urea), C1(C=CC(C=C1)=O)=O (p-benzoquinone). Run at temperature 100 celsius, time 1.5 hour. The product is C1(=CC=CC=C1)C(C1=CC=CC=C1)C1=CC=CC=C1 (Triphenylmethane). Reaction SMILES: CN(C)[C:3]1[CH:10]=[CH:9][C:6]([CH:7]=O)=[CH:5][CH:4]=1.NC(N)=O.Cl.[C:17]1(=O)[CH:22]=[CH:21][C:20](=O)[CH:19]=[CH:18]1>>[C:6]1([CH:7]([C:3]2[CH:10]=[CH:9][CH:6]=[CH:5][CH:4]=2)[C:17]2[CH:22]=[CH:21][CH:20]=[CH:19][CH:18]=2)[CH:9]=[CH:10][CH:3]=[CH:4][CH:5]=1. Procedure details: 1000 parts of the intermediate from Example 1 was charged to a flask containing 66 parts of p-dimethylaminobenzaldehyde and 14 parts of urea. To this mixture was charged 90 parts of muriatic acid over a 5 minute period. This mixture was allowed to heat up to 95-105° C., and maintained at this temperature overnight. At the end of the hold period, the reaction mixture was allowed to cool to 75° C., and 120 parts of p-benzoquinone was added. The mixture was allowed to stir for 1.5 hrs maintaining a... Reactants: O=C([O-])[O-], CS(C)=O, N#CC1(c2nccnc2Cl)CCOCC1, [Cs+], [Cs+], Oc1ccc(Nc2nc3ccccc3s2)cc1. Product: N#CC1(c2nccnc2Oc2ccc(Nc3nc4ccccc4s3)cc2)CCOCC1. As a reaction SMILES: [C:33](=[O:34])([O-:35])[O-:36].[CH3:39][S:40]([CH3:41])=[O:42].[Cl:18][c:19]1[c:20]([C:25]2([C:31]#[N:32])[CH2:26][CH2:27][O:28][CH2:29][CH2:30]2)[n:21][cH:22][cH:23][n:24]1.[Cs+:37].[Cs+:38].[s:1]1[c:2]([NH:10][c:11]2[cH:12][cH:13][c:14]([OH:17])[cH:15][cH:16]2)[n:3][c:4]2[c:5]1[cH:6][cH:7][cH:8][cH:9]2>>[s:1]1[c:2]([NH:10][c:11]2[cH:12][cH:13][c:14]([O:17][c:19]3[c:20]([C:25]4([C:31]#[N:32])[CH2:26][CH2:27][O:28][CH2:29][CH2:30]4)[n:21][cH:22][cH:23][n:24]3)[cH:15][cH:16]2)[n:3][c:4]2[c:5]1[cH:6][cH:7][cH:8][cH:9]2. Starting materials: FC=1C=C(C(=O)O)C(=CC1)S(NC(F)(F)F)(=O)=O (3-fluoro-6-(trifluoromethylsulfamoyl)-benzoic acid), OC(CN)C1OC(OC1)(C)C (2-hydroxy-2-(2,2-dimethyl-1,3-dioxolan-4-yl)-ethylamine). Product: OC(CNC(C1=CC(=CC=C1S(NC(F)(F)F)(=O)=O)F)=O)C1OC(OC1)(C)C (3-Fluoro-6-(trifluoromethylsulfamoyl)-benzoic acid-[2-hydroxy-2-(2,2-dimethyl-1,3-dioxolan-4-yl)-ethylamide]). Reaction SMILES: [F:1][C:2]1[CH:3]=[C:4]([C:8]([S:11](=[O:18])(=[O:17])[NH:12][C:13]([F:16])([F:15])[F:14])=[CH:9][CH:10]=1)[C:5]([OH:7])=O.[OH:19][CH:20]([CH:23]1[CH2:27][O:26][C:25]([CH3:29])([CH3:28])[O:24]1)[CH2:21][NH2:22]>>[OH:19][CH:20]([CH:23]1[CH2:27][O:26][C:25]([CH3:29])([CH3:28])[O:24]1)[CH2:21][NH:22][C:5](=[O:7])[C:4]1[C:8]([S:11](=[O:18])(=[O:17])[NH:12][C:13]([F:16])([F:15])[F:14])=[CH:9][CH:10]=[C:2]([F:1])[CH:3]=1. Procedure details: Analogously to Example 22(a), 4.31 g (15 mmol) of 3-fluoro-6-(trifluoromethylsulfamoyl)-benzoic acid is reacted with 3.22 g (20 mmol) of 2-hydroxy-2-(2,2-dimethyl-1,3-dioxolan-4-yl)-ethylamine and the crude product is purified by chromatography on silica gel with ethyl acetate/hexane. 4.93 g=76.3% of the theoretical yield is obtained as an amorphous solid. The reactants are C1(=C(C(=CC(=C1)C)C)S(=O)(=O)ON)C (O-mesitylenesulfonylhydroxylamine), C(C1=CC=CC=C1)OC=1C=NC=CC1 (3-benzyloxypyridine). Solvent: C(Cl)Cl (methylene chloride), C(Cl)Cl (methylene chloride). Product: C1(=C(C(=CC(=C1)C)C)S(=O)(=O)[O-])C.N[N+]1=CC(=CC=C1)OCC1=CC=CC=C1 (N-amino-3-benzyloxypyridinium mesitylenesulfonate). Reaction SMILES: [C:1]1([CH3:14])[CH:6]=[C:5]([CH3:7])[CH:4]=[C:3]([CH3:8])[C:2]=1[S:9]([O:12][NH2:13])(=[O:11])=[O:10].[CH2:15]([O:22][C:23]1[CH:24]=[N:25][CH:26]=[CH:27][CH:28]=1)[C:16]1[CH:21]=[CH:20][CH:19]=[CH:18][CH:17]=1>C(Cl)Cl>[C:1]1([CH3:14])[CH:6]=[C:5]([CH3:7])[CH:4]=[C:3]([CH3:8])[C:2]=1[S:9]([O-:12])(=[O:11])=[O:10].[NH2:13][N+:25]1[CH:26]=[CH:27][CH:28]=[C:23]([O:22][CH2:15][C:16]2[CH:17]=[CH:18][CH:19]=[CH:20][CH:21]=2)[CH:24]=1 |f:3.4|. Procedure details: A solution of O-mesitylenesulfonylhydroxylamine (13.7 g, 44.6 mmole, purity of 70%) in methylene chloride (150 ml) was added dropwise to a solution of 3-benzyloxypyridine (8.25 g, 44.6 mmole) in methylene chloride (150 ml) under ice-cooling, with stirring. The reaction solution was returned to room temperature, stirred for 1 hours and concentrated to one-quarter of the original volume at 20° to 30° C., and ether was added to the concentrate, thereby white crystals were precipitated. This product... Starting materials: O=C(N1CCc2c(Br)csc2C(c2ccccc2)C1)C(F)(F)F, CO, CN(C)C=O, N#C[Cu]. Yields the product N#Cc1csc2c1CCN(C(=O)C(F)(F)F)CC2c1ccccc1. As a reaction SMILES: [Br:4][c:5]1[cH:6][s:7][c:8]2[c:14]1[CH2:13][CH2:12][N:11]([C:15]([C:16]([F:17])([F:18])[F:19])=[O:20])[CH2:10][CH:9]2[c:21]1[cH:22][cH:23][cH:24][cH:25][cH:26]1.[CH3:27][OH:28].[CH3:29][N:30]([CH3:31])[CH:32]=[O:33].[Cu:1][C:2]#[N:3]>>[C:2](#[N:3])[c:5]1[cH:6][s:7][c:8]2[c:14]1[CH2:13][CH2:12][N:11]([C:15]([C:16]([F:17])([F:18])[F:19])=[O:20])[CH2:10][CH:9]2[c:21]1[cH:22][cH:23][cH:24][cH:25][cH:26]1.